Dataset: the Open Reaction Database (ORD), a public repository of structured organic reaction records. Task: describe an organic reaction: reactants, conditions, products, and yield The reactants are C1(=CC=CC2=CC=CC=C12)O (naphthalen-1-ol), ClC1=NC=CC(=C1)[N+](=O)[O-] (2-chloro-4-nitropyridine), [H-].[Na+] (sodium hydride), oil. The product is ClC1=NC=CC(=C1)OC1=CC=CC2=CC=CC=C12 (2-chloro-4-(naphthalen-1-yloxy)pyridine). Isolated yield 94.8%. Reaction SMILES: [C:1]1([OH:11])[C:10]2[C:5](=[CH:6][CH:7]=[CH:8][CH:9]=2)[CH:4]=[CH:3][CH:2]=1.[H-].[Na+].[Cl:14][C:15]1[CH:20]=[C:19]([N+]([O-])=O)[CH:18]=[CH:17][N:16]=1>>[Cl:14][C:15]1[CH:20]=[C:19]([O:11][C:1]2[C:10]3[C:5](=[CH:6][CH:7]=[CH:8][CH:9]=3)[CH:4]=[CH:3][CH:2]=2)[CH:18]=[CH:17][N:16]=1 |f:1.2|. Procedure details: Using the method of Example 3, Step A, naphthalen-1-ol (909 mg, 6.31 mmol), 60% sodium hydride in mineral oil (252 mg, 6.31 mmol), and 2-chloro-4-nitropyridine (1.00 g, 6.31 mmol) afforded 2-chloro-4-(naphthalen-1-yloxy)pyridine (1.53 g, 95% yield) as an oil. 1H NMR (CDCl3) δ 8.22 (d, 1H), 7.93 (d, 1H), 7.86 (d, 1H), 7.81 (d, 1H), 7.48-7.56 (m, 3H), 7.21 (d, 1H), 6.79-6.83 (m, 2H). Reactants: CC1=CC=C(C=C1)S(=O)(=O)OCCOCCOCCN=[N+]=[N-] (2-(2-(2-azidoethoxy)ethoxy)ethyl 4-methylbenzenesulfonate), C(=O)([O-])[O-].[K+].[K+] (K2CO3), C(C1=CC(O)=C(O)C(O)=C1)(=O)OC (methyl gallate), Formula 10. Reagents/catalysts: [Br-].C(CCC)[N+](CCCC)(CCCC)CCCC (tetrabutylammonium bromide). Run in Formula 9, CC(=O)C (acetone). Product: N(=[N+]=[N-])CCOCCOCCOC=1C=C(C(=O)OC)C=C(C1OCCOCCOCCN=[N+]=[N-])OCCOCCOCCN=[N+]=[N-] (methyl 3,4,5-tris(2-(2-(2-azidoethoxy)ethoxy)ethoxy)benzoate). Yield: 94.2%. As a reaction SMILES: CC1C=CC(S(O[CH2:12][CH2:13][O:14][CH2:15][CH2:16][O:17][CH2:18][CH2:19][N:20]=[N+:21]=[N-:22])(=O)=O)=CC=1.[C:23]([O-:26])([O-])=O.[K+].[K+].[C:29]([O:40][CH3:41])(=[O:39])[C:30]1[CH:38]=[C:36]([OH:37])[C:34]([OH:35])=[C:32]([OH:33])[CH:31]=1>CC(C)=O.[Br-].C([N+](CCCC)(CCCC)CCCC)CCC>[N:20]([CH2:19][CH2:18][O:17][CH2:16][CH2:15][O:14][CH2:13][CH2:12][O:37][C:36]1[CH:38]=[C:30]([CH:31]=[C:32]([O:33][CH2:12][CH2:13][O:14][CH2:15][CH2:16][O:17][CH2:18][CH2:19][N:20]=[N+:21]=[N-:22])[C:34]=1[O:35][CH2:12][CH2:13][O:14][CH2:15][CH2:16][O:26][CH2:23][CH2:19][N:20]=[N+:21]=[N-:22])[C:29]([O:40][CH3:41])=[O:39])=[N+:21]=[N-:22] |f:1.2.3,6.7|. Procedure details: To a solution in which the 2-(2-(2-azidoethoxy)ethoxy)ethyl 4-methylbenzenesulfonate (4.80 g, 14.57 mmol) compound of Chemical Formula 9 was dissolved in acetone (15 mL), K2CO3 (2.05 g, 14.85 mmol), the methyl gallate (650.9 mg, 3.53 mmol) compound of Chemical Formula 10 and tetrabutylammonium bromide (25 mg) were added consecutively at room temperature. The reaction mixture was heated under reflux for 17 hours, cooled to room temperature, and partitioned to distilled water (40 mL) and ethyl ace... Starting materials: [N+](=O)([O-])C=1C=C(NC(C2=CC=C(C=C2)N(C)C)=O)C=CC1[N+](=O)[O-] (3,4-dinitro-N-(4-dimethylaminobenzoyl)aniline), CN(C1=CC=C(C=O)C=C1)C (4-dimethylaminobenzaldehyde). The product is CN(C1=CC=C(C(=O)NC2=CC3=C(NC(=N3)C3=CC=C(C=C3)N(C)C)C=C2)C=C1)C (4-(dimethylamino)-N-(2-(4-(dimethylamino)phenyl)-1H-benzo[d]imidazol-5-yl)benzamide). Reaction SMILES: [N+:1]([C:4]1[CH:5]=[C:6]([CH:19]=[CH:20][C:21]=1[N+:22]([O-])=O)[NH:7][C:8](=[O:18])[C:9]1[CH:14]=[CH:13][C:12]([N:15]([CH3:17])[CH3:16])=[CH:11][CH:10]=1)([O-])=O.[CH3:25][N:26]([CH3:35])[C:27]1[CH:34]=[CH:33][C:30]([CH:31]=O)=[CH:29][CH:28]=1>>[CH3:16][N:15]([CH3:17])[C:12]1[CH:13]=[CH:14][C:9]([C:8]([NH:7][C:6]2[CH:19]=[CH:20][C:21]3[NH:22][C:31]([C:30]4[CH:33]=[CH:34][C:27]([N:26]([CH3:35])[CH3:25])=[CH:28][CH:29]=4)=[N:1][C:4]=3[CH:5]=2)=[O:18])=[CH:10][CH:11]=1. Reported procedure: Compound 206 was prepared according to the procedure similar to that described in Scheme III from 3,4-dinitro-N-(4-dimethylaminobenzoyl)aniline and 4-dimethylaminobenzaldehyde. 1H NMR (300 MHz, DMSO-d6) δ 10.20 (s, 1H), 8.39 (s, 1H), 8.11 (d, J=8 Hz, 2H), 7.90 (d, J=9 Hz, 2H), 7.81 (d, J=9 Hz, 2H), 7.68 (d, J=9 Hz, 2H), 6.95 (d, J=9 Hz, 2H), 6.78 (d, J=9 Hz, 2H), 3.07 (s, 6H), 2.99 (s, 6H). Starting materials: IC1=CC=C(C=C1)C (p-iodotoluene), BrC1=CC=C(N)C=C1 (p-bromoaniline), N1=CC=CC2=CC=C3C=CC=NC3=C12 (1,10-phenanthroline), [OH-].[K+] (potassium hydroxide), cuprous chloride. The solvent is C=1(C(=CC=CC1)C)C (xylene). Reaction conditions: temperature 100 celsius, time 5 hour. Product: CC1=CC=C(C=C1)N(C1=CC=C(C=C1)Br)C1=CC=C(C=C1)C (Bis(p-methylphenyl)-p-bromophenylamine). Isolated yield 425.8%. RXN SMILES: I[C:2]1[CH:7]=[CH:6][C:5]([CH3:8])=[CH:4][CH:3]=1.[Br:9][C:10]1[CH:16]=[CH:15][C:13]([NH2:14])=[CH:12][CH:11]=1.N1[C:30]2[C:21](=[CH:22][CH:23]=[C:24]3[C:29]=2N=CC=C3)[CH:20]=CC=1.[OH-].[K+]>C1(C)C(C)=CC=CC=1>[CH3:8][C:5]1[CH:6]=[CH:7][C:2]([N:14]([C:24]2[CH:29]=[CH:30][C:21]([CH3:20])=[CH:22][CH:23]=2)[C:13]2[CH:15]=[CH:16][C:10]([Br:9])=[CH:11][CH:12]=2)=[CH:3][CH:4]=1 |f:3.4|. Procedure: In a 500 milliliter three-necked flask equipped with a mechanical stirrer, thermometer and Dean-Stark trap, all under an argon atmosphere, were added molten p-iodotoluene (27.3 grams, 125 millimoles), 22 grams of xylene, p-bromoaniline (8.7 grams, 50 millimoles), and 1,10-phenanthroline (1.8 grams, 10 millimoles). The reaction mixture was then heated to 100° C. at which point potassium hydroxide flake (22.4 grams, 400 millimoles) and cuprous chloride (1 gram, 10 millimoles) were added. The tempe... Product: C1(=CC=CC=C1)C1N[C@@H](CC=2C3=CC=CC=C3NC12)C(=O)OC (methyl (3S)-1-phenyl-2,3,4,9-tetrahydro-1H-β-carboline-3-carboxylate). Reaction SMILES: [CH3:1][O:2][C:3](=[O:16])[C@H:4]([CH2:6][C:7]1[C:15]2[C:10](=[CH:11][CH:12]=[CH:13][CH:14]=2)[NH:9][CH:8]=1)[NH2:5].[CH:17](=O)[C:18]1[CH:23]=[CH:22][CH:21]=[CH:20][CH:19]=1.[OH-].[Na+]>C1C=CC=CC=1.FC(F)(F)C(O)=O.O>[C:18]1([CH:17]2[C:8]3[NH:9][C:10]4[C:15](=[CH:14][CH:13]=[CH:12][CH:11]=4)[C:7]=3[CH2:6][C@@H:4]([C:3]([O:2][CH3:1])=[O:16])[NH:5]2)[CH:23]=[CH:22][CH:21]=[CH:20][CH:19]=1 |f:2.3|. Procedure: To the solution of 0.06 mol of L-tryptophan methyl ester and 0.05 mol of benzaldehyde in 150 ml of benzene, 0.5 ml of trifluoroacetic acid and 2 g of molecular sieves (4 Å) were added. The reaction mixture was refluxed for 1 hour, and then 0.138 mol (3 equiv.) of trifluoroacetic acid was added and the mixture was further refluxed for 3 hours. The reaction mixture was cooled down to room temperature and diluted with water and basified with 30% solution of NaOH. The organic layer was separated, dr... The yield is 80.0%. The solvent is FC(C(=O)O)(F)F (trifluoroacetic acid), C1=CC=CC=C1 (benzene), FC(C(=O)O)(F)F (trifluoroacetic acid), O (water). The reactants are COC([C@@H](N)CC1=CNC2=CC=CC=C12)=O (L-tryptophan methyl ester), C(C1=CC=CC=C1)=O (benzaldehyde), [OH-].[Na+] (NaOH), solution. Reactants: C(C)(C)(C)C1=NNC(=C1)SC (3-t-butyl-5-methylthiopyrazole), CN(C(=O)Cl)C (dimethylcarbamoyl chloride). Solvent: N1=CC=CC=C1 (pyridine). Reaction conditions: temperature 115 celsius. Yields the product C(C)(C)(C)C1=NN(C(=C1)SC)C(N(C)C)=O (3-t-butyl-1-(dimethylcarbamoyl)-5-(methylthio)pyrazole). The yield is 58.8%. Reaction SMILES: [C:1]([C:5]1[CH:9]=[C:8]([S:10][CH3:11])[NH:7][N:6]=1)([CH3:4])([CH3:3])[CH3:2].[CH3:12][N:13]([CH3:17])[C:14](Cl)=[O:15]>N1C=CC=CC=1>[C:1]([C:5]1[CH:9]=[C:8]([S:10][CH3:11])[N:7]([C:14](=[O:15])[N:13]([CH3:17])[CH3:12])[N:6]=1)([CH3:4])([CH3:2])[CH3:3]. Procedure: A mixture of 3-t-butyl-5-methylthiopyrazole (6.0 g) and dimethylcarbamoyl chloride (4.3 g) in pyridine (40 ml) were refluxed (at 115° C.) for 16 hours. The pyridine was evaporated, and the residue poured into water and extracted with chloroform. The chloroform layer was washed with 2 N HCl (2×50 ml), then water (50 ml), dried and evaporated to give an oil which soon crystallised. Recrystallisation from 60°-80° petrol at 0° C. gave 5.0 g of 3-t-butyl-1-(dimethylcarbamoyl)-5-(methylthio)pyrazole (...